This data is from the Open Reaction Database (ORD), a public repository of structured organic reaction records. The task is: describe an organic reaction: reactants, conditions, products, and yield The reactants are [I-].C[S+](C)C (trimethylsulfonium iodide), C(C)OC(CCCCC1C2CC3(OC3)C2CC1)CC (2-(5-ethoxyhept-1-yl)spiro[bicyclo[3.2.0]heptane-6,2′-oxirane]), [I-].[Li+] (lithium iodide). Yields the product C(C)OC(CCCCC1C2CC(CC2CC1)=O)CC (6-(5-ethoxyhept-1-yl)bicyclo[3.3.0]octan-3-one). Reaction SMILES: [I-].C[S+](C)C.[CH2:6]([O:8][CH:9]([CH2:23][CH3:24])[CH2:10][CH2:11][CH2:12][CH2:13][CH:14]1[CH2:22][CH2:21][CH:20]2[CH:15]1[CH2:16][C:17]12[CH2:19][O:18]1)[CH3:7].[I-].[Li+]>>[CH2:6]([O:8][CH:9]([CH2:23][CH3:24])[CH2:10][CH2:11][CH2:12][CH2:13][CH:14]1[CH2:22][CH2:21][CH:20]2[CH:15]1[CH2:16][C:19](=[O:18])[CH2:17]2)[CH3:7] |f:0.1,3.4|. Reported procedure: Disclosed is a method of synthesizing a compound, such as 6-(5-ethoxyhept-1-yl)bicyclo[3.3.0]octan-3-one or methoxyheptyl bicyclooctanone, from 3-(5-ethoxyhept-1-yl)cyclopentene or other starting material. Such a method comprises reacting 3-(5-ethoxyhept-1-yl)cyclopentene with dichloroketene to form a first mixture comprising 7,7-dichloro-4-(5-ethoxyhept-1-yl)bicyclo[3.2.0]heptan-6-one and 6,6-dichloro-4-(5-ethoxyhept-1-yl)bicyclo[3.2.0]-heptan-7-one. The first mixture is reacted with acetic aci... The reactants are N#Cc1ccc(CBr)cc1, CC(C)(C)c1cc(S)cc(C(C)(C)C)c1O, CCO, [Na+], [OH-], O. Product: CC(C)(C)c1cc(SCc2ccc(C#N)cc2)cc(C(C)(C)C)c1O. Reaction SMILES: [C:17](#[N:18])[c:19]1[cH:20][cH:21][c:22]([CH2:23][Br:24])[cH:25][cH:26]1.[C:1]([CH3:2])([CH3:3])([CH3:4])[c:5]1[c:6]([OH:16])[c:7]([C:12]([CH3:13])([CH3:14])[CH3:15])[cH:8][c:9]([SH:11])[cH:10]1.[CH3:29][CH2:30][OH:31].[Na+:28].[OH-:27].[OH2:32]>>[C:1]([CH3:2])([CH3:3])([CH3:4])[c:5]1[c:6]([OH:16])[c:7]([C:12]([CH3:13])([CH3:14])[CH3:15])[cH:8][c:9]([S:11][CH2:23][c:22]2[cH:21][cH:20][c:19]([C:17]#[N:18])[cH:26][cH:25]2)[cH:10]1. Starting materials: [N+](=O)([O-])C=1N=C(NC1)SC1=C(C=CC=C1)[N+](=O)[O-] (4-Nitro-2-(2-nitrophenylthio)imidazole), CN(C=O)C (N,N-dimethylformamide), 2-methyl-2-oxiranylmethyl(S)-4-nitrobenzenesulfonate, C([O-])([O-])=O.[K+].[K+] (potassium carbonate), [F-].[Cs+] (cesium fluoride), C(C)(=O)OCC (ethyl acetate). Solvent: O (Water). Run at time 3.5 day. The product is C[C@@]1(OC1)CN1C(=NC(=C1)[N+](=O)[O-])SC1=C(C=CC=C1)[N+](=O)[O-] ((R)-1-(2-methyl-2-oxiranylmethyl)-4-nitro-2-(2-nitrophenylthio)imidazole). The yield is 79.0%. Reaction SMILES: [N+:1]([C:4]1[N:5]=[C:6]([S:9][C:10]2[CH:15]=[CH:14][CH:13]=[CH:12][C:11]=2[N+:16]([O-:18])=[O:17])[NH:7][CH:8]=1)([O-:3])=[O:2].[CH3:19]N(C)C=O.C(=O)([O-])[O-].[K+].[K+].[F-].[Cs+].[C:32]([O:35][CH2:36][CH3:37])(=O)C>O>[CH3:19][C@@:36]1([CH2:37][N:7]2[CH:8]=[C:4]([N+:1]([O-:3])=[O:2])[N:5]=[C:6]2[S:9][C:10]2[CH:15]=[CH:14][CH:13]=[CH:12][C:11]=2[N+:16]([O-:18])=[O:17])[CH2:32][O:35]1 |f:2.3.4,5.6|. Procedure: 4-Nitro-2-(2-nitrophenylthio)imidazole (100 mg) and N,N-dimethylformamide (0.5 ml) suspension of 2-methyl-2-oxiranylmethyl(S)-4-nitrobenzenesulfonate (119 mg), potassium carbonate (71 mg) and cesium fluoride (11 mg) were stirred at a room temperature for 3.5 days. Water and ethyl acetate were added to the reaction mixture and the organic layer was taken by separation. The ethyl acetate layer was washed with water and an aqueous solution being saturated with sodium chloride, then dried over anhyd... Starting materials: CO, ClCCl, CCOC(=O)c1[nH]c(C)c(Cl)c1Cl, Cl, [Li+], [OH-]. The product is Cc1[nH]c(C(=O)O)c(Cl)c1Cl. RXN SMILES: [CH3:20][OH:21].[Cl:14][CH2:15][Cl:16].[Cl:1][c:2]1[c:3]([C:9](=[O:10])[O:11][CH2:12][CH3:13])[nH:4][c:5]([CH3:8])[c:6]1[Cl:7].[ClH:19].[Li+:18].[OH-:17]>>[Cl:1][c:2]1[c:3]([C:9](=[O:10])[OH:11])[nH:4][c:5]([CH3:8])[c:6]1[Cl:7]. Starting materials: COc1cc2c(c3c1OC(C)(C)C3)C(c1cccc(N)c1)=NC(C)(C)C2, CC(C)OC(C)C, O=C1OC(=O)c2ccccc21, C1CCOC1. The product is COc1cc2c(c3c1OC(C)(C)C3)C(c1cccc(NC(=O)c3ccccc3C(=O)O)c1)=NC(C)(C)C2. As a reaction SMILES: [CH3:12][O:13][c:14]1[cH:15][c:16]2[c:21]([c:22]3[c:23]1[O:24][C:25]([CH3:27])([CH3:28])[CH2:26]3)[C:20]([c:29]1[cH:30][c:31]([NH2:35])[cH:32][cH:33][cH:34]1)=[N:19][C:18]([CH3:36])([CH3:37])[CH2:17]2.[CH:38]([O:39][CH:40]([CH3:41])[CH3:42])([CH3:43])[CH3:44].[O:1]=[C:2]1[O:3][C:4](=[O:5])[c:6]2[cH:7][cH:8][cH:9][cH:10][c:11]21.[O:45]1[CH2:46][CH2:47][CH2:48][CH2:49]1>>[O:1]=[C:2]([OH:3])[c:11]1[c:6]([C:4](=[O:5])[NH:35][c:31]2[cH:30][c:29]([C:20]3=[N:19][C:18]([CH3:36])([CH3:37])[CH2:17][c:16]4[cH:15][c:14]([O:13][CH3:12])[c:23]5[c:22]([c:21]43)[CH2:26][C:25]([CH3:27])([CH3:28])[O:24]5)[cH:34][cH:33][cH:32]2)[cH:7][cH:8][cH:9][cH:10]1. The reactants are [BH4-], Cn1c(C(=O)Cl)c(-c2ccccc2)c2ccccc2c1=O, CCOCC, Cl, [Na+], C1CCOC1, O. The product is Cn1c(CO)c(-c2ccccc2)c2ccccc2c1=O. RXN SMILES: [BH4-:22].[CH3:1][n:2]1[c:3](=[O:21])[c:4]2[cH:5][cH:6][cH:7][cH:8][c:9]2[c:10](-[c:15]2[cH:16][cH:17][cH:18][cH:19][cH:20]2)[c:11]1[C:12](=[O:13])[Cl:14].[CH3:31][CH2:32][O:33][CH2:34][CH3:35].[ClH:24].[Na+:23].[O:26]1[CH2:27][CH2:28][CH2:29][CH2:30]1.[OH2:25]>>[CH3:1][n:2]1[c:3](=[O:21])[c:4]2[cH:5][cH:6][cH:7][cH:8][c:9]2[c:10](-[c:15]2[cH:16][cH:17][cH:18][cH:19][cH:20]2)[c:11]1[CH2:12][OH:13]. The reactants are C(C)(C)(C)OC(NCC1=C(C(=CC(=C1)Br)Cl)F)=O ((5-bromo-3-chloro-2-fluoro-benzyl)-carbamic acid tert-butyl ester), di-μ-bromobis(tri-tert-butylphosphino)dipalladium (I), CN(CCNC)C (N,N,N′-trimethyl-ethylenediamine), CC(C)([O-])C.[Na+] (sodium tert-butoxide). Yields the product C(C)(C)(C)OC(NCC1=C(C(=CC(=C1)N(C)CCN(C)C)Cl)F)=O ({3-Chloro-5-[(2-dimethylamino-ethyl)-methyl-amino]-2-fluoro-benzyl}-carbamic acid tert-butyl ester). RXN SMILES: [C:1]([O:5][C:6](=[O:18])[NH:7][CH2:8][C:9]1[CH:14]=[C:13](Br)[CH:12]=[C:11]([Cl:16])[C:10]=1[F:17])([CH3:4])([CH3:3])[CH3:2].[CH3:19][N:20]([CH3:25])[CH2:21][CH2:22][NH:23][CH3:24].CC(C)([O-])C.[Na+]>>[C:1]([O:5][C:6](=[O:18])[NH:7][CH2:8][C:9]1[CH:14]=[C:13]([N:23]([CH2:22][CH2:21][N:20]([CH3:25])[CH3:19])[CH3:24])[CH:12]=[C:11]([Cl:16])[C:10]=1[F:17])([CH3:4])([CH3:3])[CH3:2] |f:2.3|. Reported procedure: was prepared according to Scheme C1 (step A) from (5-bromo-3-chloro-2-fluoro-benzyl)-carbamic acid tert-butyl ester (300 mg, 0.89 mmol), N,N,N′-trimethyl-ethylenediamine (136 mg, 1.3 mmol), sodium tert-butoxide (170 mg, 1.8 mmol) and di-μ-bromobis(tri-tert-butylphosphino)dipalladium (I) [CAS 185812-86-6] (34 mg, 0.04 mmol). MS (LC-MS): 360.3 [M]+; tR (HPLC conditions c): 4.15 min.